Dataset: the Open Reaction Database (ORD), a public repository of structured organic reaction records. Task: describe an organic reaction: reactants, conditions, products, and yield Starting materials: C(C)N1CCC(C(=O)O)CC1.C(C)OC(=O)C1CCNCC1 (piperidine-4-carboxylic acid ethyl ester (ethylisonipecotate)), C(C=C)#N (acrylonitrile). Solvent: C(C)(C)O (isopropyl alcohol). Yields the product C(C)OC(=O)C1CCN(CC1)CCC#N (1-(2-cyano-ethyl)-piperidine-4-carboxylic acid ethyl ester). Yield: 101.5%. As a reaction SMILES: C([N:3]1CC[CH:6](C(O)=O)[CH2:5][CH2:4]1)C.[CH2:12]([O:14][C:15]([CH:17]1[CH2:22][CH2:21][NH:20][CH2:19][CH2:18]1)=[O:16])[CH3:13].C(#N)C=C>C(O)(C)C>[CH2:12]([O:14][C:15]([CH:17]1[CH2:22][CH2:21][N:20]([CH2:6][CH2:5][C:4]#[N:3])[CH2:19][CH2:18]1)=[O:16])[CH3:13] |f:0.1|. Procedure details: A solution of piperidine-4-carboxylic acid ethyl ester (ethylisonipecotate) (4.7 g, 30 mmol), acrylonitrile (1.7 g, 31 mmol) in isopropyl alcohol (30 ml) was stirred at room temperature for 15 hours, then evaporated to dryness to afford 1-(2-cyano-ethyl)-piperidine-4-carboxylic acid ethyl ester as an oil (6.4 g, 100%). Starting materials: C(C)(C)NC(C)C (diisopropylamine), C(C1=CC=CC=C1)Br (benzyl bromide), C(CCC)[Li] (n-butyllithium), C(C(C)C)(=O)O (isobutyric acid). Solvent: O1CCCC1 (tetrahydrofuran). Conditions: temperature 5 celsius, time 30 minute. The product is CC(C(=O)O)(CC1=CC=CC=C1)C (2,2-Dimethyl-3-phenylpropionic acid). RXN SMILES: C(NC(C)C)(C)C.C([Li])CCC.[C:13]([OH:18])(=[O:17])[CH:14]([CH3:16])[CH3:15].[CH2:19](Br)[C:20]1[CH:25]=[CH:24][CH:23]=[CH:22][CH:21]=1>O1CCCC1>[CH3:15][C:14]([CH3:16])([CH2:19][C:20]1[CH:25]=[CH:24][CH:23]=[CH:22][CH:21]=1)[C:13]([OH:18])=[O:17]. Procedure details: To a stirred solution of diisopropylamine (12.6 g, 125 mmol) in tetrahydrofuran (100 ml) under anhydrous conditions at 0° C. was aged n-butyllithium (80.6 ml, 1.55 M in hexane, 125 mmol). The reaction mixture was stirred for 30 minutes at 5° C. and then isobutyric acid (4.4 q, 50 mmol) was added. The reaction mixture was stirred at 0° C. for 30 minutes and then benzyl bromide (17.1 g, 100 mmol) was added dropwise. The reaction mixture was stirred for 2 hours at ambient temperature, quenched with... Reactants: C(CCCCCC)NC(N(C)C=1C=CC(=C(C1)C1=CC=C(C=C1)/C=C/C(=O)OCC)C)=O (ethyl (E)-3-[5′-(3-heptyl-1-methylureido)-2′-methylbiphenyl-4-yl]acrylate). Reagents/catalysts: [Pd] (palladium-on-charcoal). Solvent: CO (methanol). Product: C(CCCCCC)NC(N(C)C=1C=CC(=C(C1)C1=CC=C(C=C1)CCC(=O)OCC)C)=O (ethyl 3-[5′-(3-heptyl-1-methylureido)-2′-methylbiphenyl-4-yl]propanoate). As a reaction SMILES: [CH2:1]([NH:8][C:9](=[O:32])[N:10]([C:12]1[CH:13]=[CH:14][C:15]([CH3:31])=[C:16]([C:18]2[CH:23]=[CH:22][C:21](/[CH:24]=[CH:25]/[C:26]([O:28][CH2:29][CH3:30])=[O:27])=[CH:20][CH:19]=2)[CH:17]=1)[CH3:11])[CH2:2][CH2:3][CH2:4][CH2:5][CH2:6][CH3:7]>CO.[Pd]>[CH2:1]([NH:8][C:9](=[O:32])[N:10]([C:12]1[CH:13]=[CH:14][C:15]([CH3:31])=[C:16]([C:18]2[CH:23]=[CH:22][C:21]([CH2:24][CH2:25][C:26]([O:28][CH2:29][CH3:30])=[O:27])=[CH:20][CH:19]=2)[CH:17]=1)[CH3:11])[CH2:2][CH2:3][CH2:4][CH2:5][CH2:6][CH3:7]. Procedure details: A solution of 460 mg of ethyl (E)-3-[5′-(3-heptyl-1-methylureido)-2′-methylbiphenyl-4-yl]acrylate (prepared in step 21f) in 10 ml of methanol is stirred for 12 hours at room temperature in the presence of 100 mg (22% by mass) of 10% palladium-on-charcoal under a hydrogen atmosphere. The palladium is filtered off and the solvent is evaporated off. The oil is used directly in the following step. The reactants are ClC1=NN=C(C2=CC=CC=C12)N1C[C@@H](N(CC1)C(=O)OC(C)(C)C)C ((S)-tert-butyl 4-(4-chlorophthalazin-1-yl)-2-methylpiperazine-1-carboxylate), COC1=CC=C(C=C1)B(O)O (4-methoxybenzeneboronic acid), [F-].[Cs+] (cesium fluoride), (1,1′-bis(diphenylphosphino)ferrocene)palladium(II) chloride. Run in O1CCOCC1 (1,4-dioxane). Run at temperature 95 celsius. Yields the product COC1=CC=C(C=C1)C1=NN=C(C2=CC=CC=C12)N1C[C@@H](N(CC1)C(=O)OC(C)(C)C)C ((S)-tert-Butyl 4-(4-(4-methoxyphenyl)phthalazin-1-yl)-2-methylpiperazine-1-carboxylate). Yield: 97.0%. As a reaction SMILES: Cl[C:2]1[C:11]2[C:6](=[CH:7][CH:8]=[CH:9][CH:10]=2)[C:5]([N:12]2[CH2:17][CH2:16][N:15]([C:18]([O:20][C:21]([CH3:24])([CH3:23])[CH3:22])=[O:19])[C@@H:14]([CH3:25])[CH2:13]2)=[N:4][N:3]=1.[CH3:26][O:27][C:28]1[CH:33]=[CH:32][C:31](B(O)O)=[CH:30][CH:29]=1.[F-].[Cs+]>O1CCOCC1>[CH3:26][O:27][C:28]1[CH:33]=[CH:32][C:31]([C:2]2[C:11]3[C:6](=[CH:7][CH:8]=[CH:9][CH:10]=3)[C:5]([N:12]3[CH2:17][CH2:16][N:15]([C:18]([O:20][C:21]([CH3:24])([CH3:23])[CH3:22])=[O:19])[C@@H:14]([CH3:25])[CH2:13]3)=[N:4][N:3]=2)=[CH:30][CH:29]=1 |f:2.3|. Reported procedure: Treat a degassed mixture of (S)-tert-butyl 4-(4-chlorophthalazin-1-yl)-2-methylpiperazine-1-carboxylate (0.81 g, 2.23 mmol), 4-methoxybenzeneboronic acid (1.07 g, 7.05 mmol) and cesium fluoride (1.05 g, 6.94 mmol) in 1,4-dioxane (30 mL) with (1,1′-bis(diphenylphosphino)ferrocene)palladium(II) chloride (0.27 g, 0.33 mmol). Heat the resulting mixture at 95° C. overnight. Partition the reaction mixture between water and EtOAc. Extract the aqueous layer with EtOAc. Wash the organic portion with wate... Starting materials: [N+](=O)([O-])C=1C=C(C=C(C1)C(F)(F)F)OCCNS(=O)(=O)C (N-(2-((3-Nitro-5-(trifluoromethyl)phenyl)oxy)ethyl)-methanesulfonamide). The reagents and catalysts are [Pd] (Pd/C). The solvent is CO (MeOH). Run at time 5 hour. Yields the product NC=1C=C(C=C(C1)C(F)(F)F)OCCNS(=O)(=O)C (N-(2-((3-amino-5-(trifluoromethyl)phenyl)oxy)ethyl)methanesulfonamide). RXN SMILES: [N+:1]([C:4]1[CH:5]=[C:6]([O:14][CH2:15][CH2:16][NH:17][S:18]([CH3:21])(=[O:20])=[O:19])[CH:7]=[C:8]([C:10]([F:13])([F:12])[F:11])[CH:9]=1)([O-])=O>CO.[Pd]>[NH2:1][C:4]1[CH:5]=[C:6]([O:14][CH2:15][CH2:16][NH:17][S:18]([CH3:21])(=[O:19])=[O:20])[CH:7]=[C:8]([C:10]([F:13])([F:11])[F:12])[CH:9]=1. Procedure details: N-(2-((3-Nitro-5-(trifluoromethyl)phenyl)oxy)ethyl)-methanesulfonamide (1.7 g, 5.2 mmols, 1 eq) was dissolved in 50 L of MeOH. 10% Pd/C (170 mg, 10 weight %) was added and the reaction sparged with H2. The suspension was stirred for 5 h, then filtered trough Celite. The filtrate was stripped to yield the title compound.